The task is: describe an organic reaction: reactants, conditions, products, and yield. This data is from the Open Reaction Database (ORD), a public repository of structured organic reaction records. Starting materials: CCO, NCc1ccccc1, CSc1nc(N)nc(-c2ccccc2)c1C#N. Product: N#Cc1c(NCc2ccccc2)nc(N)nc1-c1ccccc1. Reaction SMILES: [CH3:26][CH2:27][OH:28].[NH2:18][CH2:19][c:20]1[cH:21][cH:22][cH:23][cH:24][cH:25]1.[NH2:1][c:2]1[n:3][c:4](-[c:12]2[cH:13][cH:14][cH:15][cH:16][cH:17]2)[c:5]([C:10]#[N:11])[c:6]([S:8][CH3:9])[n:7]1>>[NH2:1][c:2]1[n:3][c:4](-[c:12]2[cH:13][cH:14][cH:15][cH:16][cH:17]2)[c:5]([C:10]#[N:11])[c:6]([NH:18][CH2:19][c:20]2[cH:21][cH:22][cH:23][cH:24][cH:25]2)[n:7]1.